From a dataset of the Open Reaction Database (ORD), a public repository of structured organic reaction records. describe an organic reaction: reactants, conditions, products, and yield Reactants: CC(C)(C)OC(=O)COc1cccc(C=O)c1, CO, Cl, NO, c1ccncc1. Yields the product CC(C)(C)OC(=O)COc1cccc(C=NO)c1. As a reaction SMILES: [C:1]([CH3:2])([CH3:3])([CH3:4])[O:5][C:6]([CH2:7][O:8][c:9]1[cH:10][c:11]([CH:15]=[O:16])[cH:12][cH:13][cH:14]1)=[O:17].[CH3:27][OH:28].[ClH:20].[NH2:18][OH:19].[cH:21]1[cH:22][cH:23][n:24][cH:25][cH:26]1>>[C:1]([CH3:2])([CH3:3])([CH3:4])[O:5][C:6]([CH2:7][O:8][c:9]1[cH:10][c:11]([CH:15]=[N:18][OH:19])[cH:12][cH:13][cH:14]1)=[O:17]. The reactants are CC1C(CCCC1C)O (2,3-dimethylcyclohexanol), [H-].[Na+] (sodium hydride), [Cl-].[NH4+] (ammonium chloride), ClC1=NC=NC(=C1)Cl (4,6-dichloropyrimidine). Solvent: O1CCCC1 (tetrahydrofuran), O1CCCC1 (tetrahydrofuran), O1CCCC1 (tetrahydrofuran). The product is ClC1=NC=NC(=C1)OC1C(C(CCC1)C)C (4-chloro-6-(2,3-dimethylcyclohexyloxy)pyrimidine). Yield: 89.1%. RXN SMILES: [H-].[Na+].[CH3:3][CH:4]1[CH:9]([CH3:10])[CH2:8][CH2:7][CH2:6][CH:5]1[OH:11].[Cl:12][C:13]1[CH:18]=[C:17](Cl)[N:16]=[CH:15][N:14]=1.[Cl-].[NH4+]>O1CCCC1>[Cl:12][C:13]1[CH:18]=[C:17]([O:11][CH:5]2[CH2:6][CH2:7][CH2:8][CH:9]([CH3:10])[CH:4]2[CH3:3])[N:16]=[CH:15][N:14]=1 |f:0.1,4.5|. Procedure details: In 5 ml of tetrahydrofuran was suspended 0.19 g of sodium hydride (60% in oil), to which 0.5 ml of a tetrahydrofuran solution containing 0.48 g of 2,3-dimethylcyclohexanol (mixture of isomers) was slowly added dropwise with stirring at room temperature. The mixture was stirred at room temperature for 10 minutes and then cooled to 0° C., to which 1.5 ml of a tetrahydrofuran solution containing 0.5 g of 4,6-dichloropyrimidine was slowly added dropwise, followed by further stirring at room temperat... Starting materials: N1C(CNCC1)=O (piperazin-2-one), C(C)(C)(C)OC(=O)N1CCC(CC1)=O (4-oxo-piperidine-1-carboxylic acid tert-butyl ester), C(C)(=O)O[BH-](OC(C)=O)OC(C)=O.[Na+] (sodium triacetoxyborohydride). The solvent is ClCCl (dichloromethane). Conditions: time 2 hour. Product: C(C)(C)(C)OC(=O)N1CCC(CC1)N1CC(NCC1)=O (4-(3-oxo-piperazin-1-yl)-piperidine-1-carboxylic acid tert-butyl ester). Isolated yield 56.6%. Reaction SMILES: [NH:1]1[CH2:6][CH2:5][NH:4][CH2:3][C:2]1=[O:7].[C:8]([O:12][C:13]([N:15]1[CH2:20][CH2:19][C:18](=O)[CH2:17][CH2:16]1)=[O:14])([CH3:11])([CH3:10])[CH3:9].C(O[BH-](OC(=O)C)OC(=O)C)(=O)C.[Na+]>ClCCl>[C:8]([O:12][C:13]([N:15]1[CH2:20][CH2:19][CH:18]([N:4]2[CH2:5][CH2:6][NH:1][C:2](=[O:7])[CH2:3]2)[CH2:17][CH2:16]1)=[O:14])([CH3:11])([CH3:9])[CH3:10] |f:2.3|. Procedure details: The mixture of piperazin-2-one (1.11 g, 11.1 mmol, Aldrich), 4-oxo-piperidine-1-carboxylic acid tert-butyl ester (2.43 g, 12.21 mmol, Aldrich) and sodium triacetoxyborohydride (2.59 g, 12.21 mmol, Aldrich) in dichloromethane (50 mL) was stirred at ambient temperature for 2 h. After the aqueous work up, the crude residue was purified by flash column chromatography (silica gel, Isco system, eluting with ethyl acetate and hexane) to give 4-(3-oxo-piperazin-1-yl)-piperidine-1-carboxylic acid tert-bu... The reactants are C1(=CC=CC=C1)C1([C@@H](C1)CCC(=O)O)C1=CC=CC=C1 ((R)-2,2-diphenylcyclopropanepropanoic acid), [N+](=O)([O-])C1=CC=C(C=C1)O (4-nitrophenol), C1(CCCCC1)N=C=NC1CCCCC1 (1,3-dicyclohexylcarbodiimide). The solvent is ClCCl (dichloromethane). Reaction conditions: temperature 30 celsius, time 1 hour. Product: [N+](=O)([O-])C1=CC=C(C=C1)OC(CC[C@H]1C(C1)(C1=CC=CC=C1)C1=CC=CC=C1)=O ((R)-2,2-diphenylcyclopropanepropanoic acid 4-nitrophenyl ester). Yield: 72.1%. RXN SMILES: [C:1]1([C:7]2([C:15]3[CH:20]=[CH:19][CH:18]=[CH:17][CH:16]=3)[CH2:9][C@H:8]2[CH2:10][CH2:11][C:12]([OH:14])=[O:13])[CH:6]=[CH:5][CH:4]=[CH:3][CH:2]=1.[N+:21]([C:24]1[CH:29]=[CH:28][C:27](O)=[CH:26][CH:25]=1)([O-:23])=[O:22].C1(N=C=NC2CCCCC2)CCCCC1>ClCCl>[N+:21]([C:24]1[CH:29]=[CH:28][C:27]([O:13][C:12](=[O:14])[CH2:11][CH2:10][C@@H:8]2[CH2:9][C:7]2([C:15]2[CH:20]=[CH:19][CH:18]=[CH:17][CH:16]=2)[C:1]2[CH:2]=[CH:3][CH:4]=[CH:5][CH:6]=2)=[CH:26][CH:25]=1)([O-:23])=[O:22]. Procedure: As in Example 111, (R)-2,2-diphenylcyclopropanepropanoic acid (6.1 g) and 4-nitrophenol (3,8 g) in dichloromethane (100 mL) was treated with 1,3-dicyclohexylcarbodiimide (4.7 g) and the mixture was stirred at 30° C. for 1 hour. The product obtained from the usual work up was crystallized from 2-propanol to yield 6.4 g of (R)-2,2-diphenylcyclopropanepropanoic acid 4-nitrophenyl ester, mp 77.5°-76.5° C.; [α]D25 +93.7° (c, 1.0, MeOH) The reactants are CC1(OC[C@H](O1)CO)C ((R)-Glycerol Acetonide), C(CCCCCCCCCCCCCCCCC)Br (octadecyl bromide), O (water), [H-].[Na+] (NaH). The solvent is C1CCOC1 (THF), C1CCOC1 (THF), C1CCOC1 (THF). Reaction conditions: temperature 80 celsius, time 8 hour. Yields the product C(CCCCCCCCCCCCCCCCC)OCCCCCCCCCCCCCCCCCC (Octadecyl Ether). The yield is 60.7%. RXN SMILES: [H-].[Na+].C[C:4]1([CH3:11])O[C@H:7]([CH2:9]O)[CH2:6][O:5]1.C(Br)C[CH2:14][CH2:15][CH2:16][CH2:17][CH2:18][CH2:19][CH2:20][CH2:21][CH2:22][CH2:23][CH2:24][CH2:25][CH2:26][CH2:27][CH2:28][CH3:29].O>C1COCC1>[CH2:6]([O:5][CH2:4][CH2:11][CH2:29][CH2:28][CH2:27][CH2:26][CH2:25][CH2:24][CH2:23][CH2:22][CH2:21][CH2:20][CH2:19][CH2:18][CH2:17][CH2:16][CH2:15][CH3:14])[CH2:7][CH2:9][CH2:28][CH2:27][CH2:26][CH2:25][CH2:24][CH2:23][CH2:22][CH2:21][CH2:20][CH2:19][CH2:18][CH2:17][CH2:16][CH2:15][CH3:14] |f:0.1|. Reported procedure: To a stirred suspension of NaH (80%; 0.55 g, 17.4 mmol, 2 equiv) in THF (20 ml) was added dropwise a solution of (R)-glycerol acetonide 1 (1.15 g; 1 equiv) in THF (20 ml). After that octadecyl bromide (5.8 g, 17.4 mmol, 2 equiv) dissolved in THF (25 ml) was added dropwise and the mixture obtained was stirred overnight at 80° C. The reaction mixture was cooled to 0° C. and water was added. The resulting mixture was concentrated and the residue was extracted with water and diethyl ether and the co... Yields the product CC(C)(C)OC(=O)N1CCN(S(C)(=O)=O)CC1. Reaction SMILES: [C:6](=[O:7])([O:8][C:9]([CH3:10])([CH3:11])[CH3:12])[N:13]1[CH2:14][CH2:15][NH:16][CH2:17][CH2:18]1.[CH3:1][S:2]([Cl:3])(=[O:4])=[O:5].[Cl:25][CH2:26][Cl:27].[cH:19]1[cH:20][cH:21][n:22][cH:23][cH:24]1>>[CH3:1][S:2](=[O:4])(=[O:5])[N:16]1[CH2:15][CH2:14][N:13]([C:6](=[O:7])[O:8][C:9]([CH3:10])([CH3:11])[CH3:12])[CH2:18][CH2:17]1. Reactants: CC(C)(C)OC(=O)N1CCNCC1, CS(=O)(=O)Cl, ClCCl, c1ccncc1. Reactants: CC(Oc1cc(-n2cnc3cnc(CO[Si](C)(C)C(C)(C)C)cc32)sc1C(N)=O)c1ccccc1Cl, CCCC[N+](CCCC)(CCCC)CCCC, C1CCOC1, [F-]. Product: CC(Oc1cc(-n2cnc3cnc(CO)cc32)sc1C(N)=O)c1ccccc1Cl. As a reaction SMILES: [C:1]([Si:2]([CH3:3])([CH3:4])[O:6][CH2:7][c:8]1[cH:9][c:10]2[c:11]([cH:12][n:13]1)[n:14][cH:15][n:16]2-[c:17]1[cH:18][c:19]([O:25][CH:26]([CH3:27])[c:28]2[c:29]([Cl:34])[cH:30][cH:31][cH:32][cH:33]2)[c:20]([C:22](=[O:23])[NH2:24])[s:21]1)([CH3:5])([CH3:35])[CH3:36].[CH2:38]([N+:39]([CH2:40][CH2:41][CH2:42][CH3:43])([CH2:44][CH2:45][CH2:46][CH3:47])[CH2:48][CH2:49][CH2:50][CH3:51])[CH2:52][CH2:53][CH3:54].[CH2:55]1[O:56][CH2:57][CH2:58][CH2:59]1.[F-:37]>>[OH:6][CH2:7][c:8]1[cH:9][c:10]2[c:11]([cH:12][n:13]1)[n:14][cH:15][n:16]2-[c:17]1[cH:18][c:19]([O:25][CH:26]([CH3:27])[c:28]2[c:29]([Cl:34])[cH:30][cH:31][cH:32][cH:33]2)[c:20]([C:22](=[O:23])[NH2:24])[s:21]1. Starting materials: NC1Cc2ccccc2C1, CCN=C=NCCCN(C)C, ClCCl, Cl, O=C(O)CN1CCC(c2ccccc2)(c2ccccc2)C1=O. Yields the product O=C(CN1CCC(c2ccccc2)(c2ccccc2)C1=O)NC1Cc2ccccc2C1. RXN SMILES: [CH2:1]1[CH:2]([NH2:10])[CH2:3][c:4]2[cH:5][cH:6][cH:7][cH:8][c:9]21.[CH2:34]([N:35]=[C:36]=[N:37][CH2:38][CH2:39][CH2:40][N:41]([CH3:42])[CH3:43])[CH3:44].[Cl:45][CH2:46][Cl:47].[ClH:33].[O:11]=[C:12]1[N:13]([CH2:29][C:30](=[O:31])[OH:32])[CH2:14][CH2:15][C:16]1([c:17]1[cH:18][cH:19][cH:20][cH:21][cH:22]1)[c:23]1[cH:24][cH:25][cH:26][cH:27][cH:28]1>>[CH2:1]1[CH:2]([NH:10][C:30]([CH2:29][N:13]2[C:12](=[O:11])[C:16]([c:17]3[cH:18][cH:19][cH:20][cH:21][cH:22]3)([c:23]3[cH:24][cH:25][cH:26][cH:27][cH:28]3)[CH2:15][CH2:14]2)=[O:31])[CH2:3][c:4]2[cH:5][cH:6][cH:7][cH:8][c:9]21.